From a dataset of the Open Reaction Database (ORD), a public repository of structured organic reaction records. describe an organic reaction: reactants, conditions, products, and yield Starting materials: C(CC(O)(C(=O)O)CC(=O)O)(=O)O (citric acid), FC1=CC(=C(C#N)C=C1)C(F)(F)F (4-fluoro-2-(trifluoromethyl)benzonitrile), N[C@H]([C@@H](O)C)C(=O)O (H-D-Thr-OH), C(=O)([O-])[O-].[K+].[K+] (K2CO3). The solvent is CS(=O)C (DMSO). Reaction conditions: temperature 75 celsius, time 24 hour. The product is C(#N)C1=C(C=C(C=C1)N[C@@H](C(=O)O)[C@H](C)O)C(F)(F)F ((2R,3S)-2-(4-cyano-3-(trifluoromethyl)phenylamino)-3-hydroxybutanoic acid). The yield is 55.6%. As a reaction SMILES: F[C:2]1[CH:9]=[CH:8][C:5]([C:6]#[N:7])=[C:4]([C:10]([F:13])([F:12])[F:11])[CH:3]=1.[NH2:14][C@@H:15]([C:19]([OH:21])=[O:20])[C@H:16]([CH3:18])[OH:17].C([O-])([O-])=O.[K+].[K+].C(O)(=O)CC(CC(O)=O)(C(O)=O)O>CS(C)=O>[C:6]([C:5]1[CH:8]=[CH:9][C:2]([NH:14][C@H:15]([C@@H:16]([OH:17])[CH3:18])[C:19]([OH:21])=[O:20])=[CH:3][C:4]=1[C:10]([F:13])([F:12])[F:11])#[N:7] |f:2.3.4|. Procedure details: 4-fluoro-2-(trifluoromethyl)benzonitrile (194853-86-6) (2.0 g, 10.6 mmol) was mixed together with H-D-Thr-OH (1.51 g, 12.69 mmol) in DMSO (30 mL), K2CO3 (3.06 g, 22.21 mmol) was added to the reaction mixture and stirred at 75° C. for 24 h. The reaction mixture was cooled to room temperature and poured slowly into a 10% citric acid solution and stirred for 10 min at room temperature. The solution was extracted with EtOAc several times to get the crude product. The crude product was chromatographe... Starting materials: CO, O=S(=O)(O)O, O=C(O)c1cc[nH]n1. Yields the product COC(=O)c1cc[nH]n1. RXN SMILES: [CH3:14][OH:15].[S:9](=[O:10])(=[O:11])([OH:12])[OH:13].[nH:1]1[n:2][c:3]([C:6](=[O:7])[OH:8])[cH:4][cH:5]1>>[nH:1]1[n:2][c:3]([C:6](=[O:7])[O:8][CH3:14])[cH:4][cH:5]1. The reactants are [BH3-]C#N, CO, COc1cccc(C(O)CN)c1, [Na+], COC(=O)Cc1ccc(OCC(C)=O)cc1, c1ccccc1. Yields the product COC(=O)Cc1ccc(OCC(C)NCC(O)c2cccc(OC)c2)cc1. RXN SMILES: [C:35]([BH3-:36])#[N:37].[CH3:39][OH:40].[NH2:1][CH2:2][CH:3]([OH:4])[c:5]1[cH:6][c:7]([O:11][CH3:12])[cH:8][cH:9][cH:10]1.[Na+:38].[O:13]=[C:14]([CH2:15][O:16][c:17]1[cH:18][cH:19][c:20]([CH2:23][C:24](=[O:25])[O:26][CH3:27])[cH:21][cH:22]1)[CH3:28].[cH:29]1[cH:30][cH:31][cH:32][cH:33][cH:34]1>>[NH:1]([CH2:2][CH:3]([OH:4])[c:5]1[cH:6][c:7]([O:11][CH3:12])[cH:8][cH:9][cH:10]1)[CH:14]([CH2:15][O:16][c:17]1[cH:18][cH:19][c:20]([CH2:23][C:24](=[O:25])[O:26][CH3:27])[cH:21][cH:22]1)[CH3:28]. The reactants are C(C)OC(=O)C=1C=C(OCC(=O)O)C=CC1 ([3-(ethoxycarbonyl)phenoxy]acetic acid), [C@@H]1([C@H](C1)N)N (1,2-cis-cyclopropanediamine). The product is [C@@H]1([C@H](C1)NC(COC=1C=C(C(=O)O)C=CC1)=O)NC(COC=1C=C(C(=O)O)C=CC1)=O (3,3′-{(1R,2S)-cyclopropane-1,2-diyl-bis[imino(2-oxoethane-2,1-diyl)oxy]}dibenzoic acid). RXN SMILES: C([O:3][C:4]([C:6]1[CH:7]=[C:8]([CH:14]=[CH:15][CH:16]=1)[O:9][CH2:10][C:11]([OH:13])=O)=[O:5])C.[C@@H:17]1([NH2:21])[CH2:19][C@@H:18]1[NH2:20]>>[C@@H:17]1([NH:21][C:11](=[O:13])[CH2:10][O:9][C:8]2[CH:7]=[C:6]([CH:16]=[CH:15][CH:14]=2)[C:4]([OH:3])=[O:5])[CH2:19][C@@H:18]1[NH:20][C:11](=[O:13])[CH2:10][O:9][C:8]1[CH:7]=[C:6]([CH:16]=[CH:15][CH:14]=1)[C:4]([OH:5])=[O:3]. Reported procedure: By following the processes described in stages A to C of Example R13, Example R36 is prepared by dimerization of [3-(ethoxycarbonyl)phenoxy]acetic acid with 1,2-cis-cyclopropanediamine (CAS 365996-16-3). A white powder is obtained. The reactants are C1(=CC=CC=C1)C(=O)C(=O)C1=CC=CC=C1 (benzil), OS(=O)(=O)O (H2SO4), solution, solution, C1(=CC=CC=C1)[Mg]Br (phenyl magnesium bromide), C(Cl)(Cl)Cl (CHCl3). Solvent: C(C)OCC (ethyl ether), C(C)OCC (ethyl ether). Yields the product C1(=CC=CC=C1)C1=C(C=CC=C1)C(=O)C(O)C1=CC=CC=C1 (phenylbenzoin). Yield: 62.0%. Reaction SMILES: [C:1]1([C:7]([C:9]([C:11]2[CH:16]=[CH:15][CH:14]=[CH:13][CH:12]=2)=[O:10])=[O:8])[CH:6]=[CH:5][CH:4]=[CH:3][CH:2]=1.[C:17]1([Mg]Br)[CH:22]=[CH:21][CH:20]=[CH:19][CH:18]=1.OS(O)(=O)=O.C(Cl)(Cl)Cl>C(OCC)C>[C:17]1([C:12]2[CH:13]=[CH:14][CH:15]=[CH:16][C:11]=2[C:9]([CH:7]([C:1]2[CH:2]=[CH:3][CH:4]=[CH:5][CH:6]=2)[OH:8])=[O:10])[CH:22]=[CH:21][CH:20]=[CH:19][CH:18]=1. Reported procedure: 168.18 g (1.0 mole) of benzil in 2 liters of ethyl ether was placed in a 5 liter, three necked round bottomed flask, fitted with a reflux condenser, mechanical stirrer, addition funnel and nitrogen bypass. All of the glassware was flame-dried before use while being flushed with nitrogen. A 3 molar solution in ethyl ether of phenyl magnesium bromide (181.23 g, 1.0 mole) was then placed in the addition funnel and added dropwise to the flask over a period of 1.5 hours. The solution was then refluxe... The reactants are COc1ccc2c(c1)C(=CCCBr)c1cccnc1CO2, O=C([O-])[O-], CCOC(C)=O, OC1(c2ccc(Cl)cc2)CCNCC1, [K+], [K+], CN(C)C=O, O. Product: COc1ccc2c(c1)C(=CCCN1CCC(O)(c3ccc(Cl)cc3)CC1)c1cccnc1CO2. RXN SMILES: [Br:1][CH2:2][CH2:3][CH:4]=[C:5]1[c:6]2[c:7]([n:18][cH:19][cH:20][cH:21]2)[CH2:8][O:9][c:10]2[c:11]1[cH:12][c:13]([O:16][CH3:17])[cH:14][cH:15]2.[C:36](=[O:37])([O-:38])[O-:39].[CH3:48][CH2:49][O:50][C:51](=[O:52])[CH3:53].[Cl:22][c:23]1[cH:24][cH:25][c:26]([C:29]2([OH:35])[CH2:30][CH2:31][NH:32][CH2:33][CH2:34]2)[cH:27][cH:28]1.[K+:40].[K+:41].[O:43]=[CH:44][N:45]([CH3:46])[CH3:47].[OH2:42]>>[CH2:2]([CH2:3][CH:4]=[C:5]1[c:6]2[c:7]([n:18][cH:19][cH:20][cH:21]2)[CH2:8][O:9][c:10]2[c:11]1[cH:12][c:13]([O:16][CH3:17])[cH:14][cH:15]2)[N:32]1[CH2:31][CH2:30][C:29]([c:26]2[cH:25][cH:24][c:23]([Cl:22])[cH:28][cH:27]2)([OH:35])[CH2:34][CH2:33]1. Reaction SMILES: [Al+3:25].[CH2:1]([CH2:2][CH2:3][CH2:4][CH3:5])[CH:6]1[CH2:7][CH2:8][CH:9]([CH:12]2[CH2:13][CH2:14][CH:15]([O:18][CH2:19][C:20]([CH2:21][CH3:22])=[O:23])[CH2:16][CH2:17]2)[CH2:10][CH2:11]1.[CH2:30]([O:31][C:32](=[O:33])[CH3:34])[CH3:35].[CH2:36]1[O:37][CH2:38][CH2:39][CH2:40]1.[H-:24].[H-:27].[H-:28].[H-:29].[Li+:26]>>[CH2:1]([CH2:2][CH2:3][CH2:4][CH3:5])[CH:6]1[CH2:7][CH2:8][CH:9]([CH:12]2[CH2:13][CH2:14][CH:15]([O:18][CH2:19][CH:20]([CH2:21][CH3:22])[OH:23])[CH2:16][CH2:17]2)[CH2:10][CH2:11]1. The product is CCCCCC1CCC(C2CCC(OCC(O)CC)CC2)CC1. Starting materials: [Al+3], CCCCCC1CCC(C2CCC(OCC(=O)CC)CC2)CC1, CCOC(C)=O, C1CCOC1, [H-], [H-], [H-], [H-], [Li+].